Task: describe an organic reaction: reactants, conditions, products, and yield. Dataset: the Open Reaction Database (ORD), a public repository of structured organic reaction records The reactants are O1[C@H](COC12CCCCC2)C=NO ((S)-1,4-dioxaspiro[4.5]decane-2-carbaldehyde oxime), ClN1C(CCC1=O)=O (1-chloropyrrolidine-2,5-dione), O (water). Run in CN(C)C=O (DMF). Conditions: time 8 hour. Yields the product ON=C([C@@H]1OC2(OC1)CCCCC2)Cl ((R)-N-hydroxy-1,4-dioxaspiro[4.5]decane-2-carbimidoyl chloride). The yield is 95.9%. Reaction SMILES: [O:1]1[C:5]2([CH2:10][CH2:9][CH2:8][CH2:7][CH2:6]2)[O:4][CH2:3][C@@H:2]1[CH:11]=[N:12][OH:13].[Cl:14]N1C(=O)CCC1=O.O>CN(C=O)C>[OH:13][N:12]=[C:11]([Cl:14])[C@H:2]1[CH2:3][O:4][C:5]2([CH2:10][CH2:9][CH2:8][CH2:7][CH2:6]2)[O:1]1. Procedure details: To a solution of (S)-1,4-dioxaspiro[4.5]decane-2-carbaldehyde oxime (9.08 g, 49 mmol) in DMF (50 mL) was added 1-chloropyrrolidine-2,5-dione (7.20 g, 53.9 mmol) and the reaction stirred overnight at ambient temperature. The reaction was poured into water (500 mL) extracted with ether. The organics were washed with brine and dried over magnesium sulfate. The material was concentrated in vacuo to yield (R)-N-hydroxy-1,4-dioxaspiro[4.5]decane-2-carbimidoyl chloride (10.4 g, 47 mmol, 96.6%). Starting materials: C1COCCO1, Cl, CC(C)(C)OC(=O)Cc1cc(F)c([N+](=O)[O-])c(F)c1. Product: O=C(O)Cc1cc(F)c([N+](=O)[O-])c(F)c1. RXN SMILES: [CH2:21]1[O:22][CH2:23][CH2:24][O:25][CH2:26]1.[ClH:20].[F:1][c:2]1[cH:3][c:4]([CH2:12][C:13](=[O:14])[O:15][C:16]([CH3:17])([CH3:18])[CH3:19])[cH:5][c:6]([F:11])[c:7]1[N+:8](=[O:9])[O-:10]>>[F:1][c:2]1[cH:3][c:4]([CH2:12][C:13](=[O:14])[OH:15])[cH:5][c:6]([F:11])[c:7]1[N+:8](=[O:9])[O-:10]. Reactants: Cl (HCl), O (water), tetrachloride, C(C)(C)(C)C=1C=C(C=CC1)O (3-tert-butylphenol), COC(Cl)Cl (dichloromethyl methyl ether). Solvent: C(Cl)Cl (DCM), C(Cl)Cl (DCM). Conditions: temperature 0 celsius, time 2 hour. The product is C(C)(C)(C)C1=CC(=C(C=O)C=C1)O (4-tert-butyl-2-hydroxy benzaldehyde). Isolated yield 52.1%. RXN SMILES: [C:1]([C:5]1[CH:6]=[C:7]([OH:11])[CH:8]=[CH:9][CH:10]=1)([CH3:4])([CH3:3])[CH3:2].[CH3:12][O:13]C(Cl)Cl.Cl.O>C(Cl)Cl>[C:1]([C:5]1[CH:10]=[CH:9][C:8]([CH:12]=[O:13])=[C:7]([OH:11])[CH:6]=1)([CH3:4])([CH3:2])[CH3:3]. Reported procedure: A solution of 5.69 g (30 mmol) of titan tetrachloride in 15 ml DCM were added dropwise at 0° C. under nitrogen to 3.76 g (25 mmol) of 3-tert-butylphenol dissolved in 75 ml DCM. After stirring for 30 min 3.16 g (27.5 mmol) of dichloromethyl methyl ether was added. The reaction mixture was stirred for 2 h at 0° C. Carefully 30 ml of 1N aqueous HCl solution and then 90 ml water were added. The reaction mixture was extracted twice with DCM. The combined organic layers were washed with saturated aque... The product is C[N+]1(Cc2ccc(NC(=O)C3=Cc4cc(C5CCCCC5)ccc4CC3)cc2)CCCCC1, [I-]. The reactants are CI, O=C(Nc1ccc(CN2CCCCC2)cc1)C1=Cc2cc(C3CCCCC3)ccc2CC1, CN(C)C=O. Reaction SMILES: [CH3:33][I:34].[CH:1]1([c:7]2[cH:8][cH:9][c:10]3[c:15]([cH:16]2)[CH:14]=[C:13]([C:17](=[O:18])[NH:19][c:20]2[cH:21][cH:22][c:23]([CH2:26][N:27]4[CH2:28][CH2:29][CH2:30][CH2:31][CH2:32]4)[cH:24][cH:25]2)[CH2:12][CH2:11]3)[CH2:2][CH2:3][CH2:4][CH2:5][CH2:6]1.[O:35]=[CH:36][N:37]([CH3:38])[CH3:39]>>[CH:1]1([c:7]2[cH:8][cH:9][c:10]3[c:15]([cH:16]2)[CH:14]=[C:13]([C:17](=[O:18])[NH:19][c:20]2[cH:21][cH:22][c:23]([CH2:26][N+:27]4([CH3:33])[CH2:28][CH2:29][CH2:30][CH2:31][CH2:32]4)[cH:24][cH:25]2)[CH2:12][CH2:11]3)[CH2:2][CH2:3][CH2:4][CH2:5][CH2:6]1.[I-:34]. The reactants are O (water), ClS(=O)(=O)N=C=O (Chlorosulfonylisocyanate), C1(=CC=CC=C1)C (toluene), OC1=CC=C(C(=O)OC)C=C1 (methyl 4-hydroxybenzoate). Solvent: O1CCCC1 (tetrahydrofuran). The product is COC(C1=CC=C(C=C1)OS(=O)(=O)N)=O (4-[(Aminosulfonyl)oxy]benzoic acid methyl ester). Reaction SMILES: Cl[S:2]([N:5]=C=O)(=[O:4])=[O:3].C1(C)C=CC=CC=1.[OH:15][C:16]1[CH:25]=[CH:24][C:19]([C:20]([O:22][CH3:23])=[O:21])=[CH:18][CH:17]=1.O>O1CCCC1>[CH3:23][O:22][C:20](=[O:21])[C:19]1[CH:24]=[CH:25][C:16]([O:15][S:2]([NH2:5])(=[O:3])=[O:4])=[CH:17][CH:18]=1. Procedure: Chlorosulfonylisocyanate (8.8 ml, 0.1 mole) was added to 200 ml toluene. Solid methyl 4-hydroxybenzoate (15.2 g, 0.1 mole) was added to the stirred solution. The mixture was heated at reflux for 1.5 hr then cooled and treated with about 8 ml water and some tetrahydrofuran. Solvents were then removed by evaporation. The residue was triturated with ethyl acetate-isopropyl ether. The insoluble solid was removed by filtration. The filtrate was concentrated and then triturated in isopropyl ether. The... Reactants: CC=1OC2=NC(=C(C=C2N1)C(=O)OCC)C(=O)OCC (diethyl 2-methyloxazolo[5,4-b]pyridine-5,6-dicarboxylate), [OH-].[Na+] (sodium hydroxide). Solvent: CO (methanol), O (water). Reaction conditions: time 1 hour. The product is CC=1OC2=NC(=C(C=C2N1)C(=O)O)C(=O)O (2-methyloxazolo[5,4-b]pyridine-5,6-dicarboxylic acid). Yield: 61.0%. Reaction SMILES: [CH3:1][C:2]1[O:3][C:4]2[C:9]([N:10]=1)=[CH:8][C:7]([C:11]([O:13]CC)=[O:12])=[C:6]([C:16]([O:18]CC)=[O:17])[N:5]=2.[OH-].[Na+]>CO.O>[CH3:1][C:2]1[O:3][C:4]2[C:9]([N:10]=1)=[CH:8][C:7]([C:11]([OH:13])=[O:12])=[C:6]([C:16]([OH:18])=[O:17])[N:5]=2 |f:1.2|. Procedure: To a solution of diethyl 2-methyloxazolo[5,4-b]pyridine-5,6-dicarboxylate (5.42 g, 0.0195 mol) dissolved in absolute methanol (160 mL) is added a 10% aqueous sodium hydroxide solution (36.1 mL, 0.0974 mol). A white precipitate slowly forms. The reaction is stirred at room temperature for one hour, diluted with water (20 mL) to dissolve the precipitate, and concentrated in vacuo. The residue is dissolved in water and acidified to pH 2-3 with concentrated HCl. The resulting white precipitate is co... Reactants: C1(=CC=CC=C1)N(C(=O)C1=CC2=C(N(C(=N2)CNC2=CC=C(C=C2)C(NC(=O)OCCCCCC)=N)C)C=C1)CCCOCC1=CC=CC=C1 (1-methyl-2-[N-[4-(N-n-hexyloxycarbonylamidino)phenyl]aminomethyl]benzimidazol-5-yl-carboxylic acid-N-phenyl-N-(3-benzyloxy-n-propyl)amide), C33H40N6O4. Solvent: ClCCl.C(C)O (dichloromethane ethanol). Product: C1(=CC=CC=C1)N(C(=O)C1=CC2=C(N(C(=N2)CNC2=CC=C(C=C2)C(NC(=O)OCCCCCC)=N)C)C=C1)CCCO (1-Methyl-2-[N-[4-(N-n-hexyloxycarbonylamidino)phenyl]aminomethyl]benzimidazol-5-yl-carboxylic acid-N-phenyl-N-(3-hydroxy-n-propyl)amide). Yield: 26.0%. As a reaction SMILES: [C:1]1([N:7]([CH2:40][CH2:41][CH2:42][O:43]CC2C=CC=CC=2)[C:8]([C:10]2[CH:39]=[CH:38][C:13]3[N:14]([CH3:37])[C:15]([CH2:17][NH:18][C:19]4[CH:24]=[CH:23][C:22]([C:25](=[NH:36])[NH:26][C:27]([O:29][CH2:30][CH2:31][CH2:32][CH2:33][CH2:34][CH3:35])=[O:28])=[CH:21][CH:20]=4)=[N:16][C:12]=3[CH:11]=2)=[O:9])[CH:6]=[CH:5][CH:4]=[CH:3][CH:2]=1>ClCCl.C(O)C>[C:1]1([N:7]([CH2:40][CH2:41][CH2:42][OH:43])[C:8]([C:10]2[CH:39]=[CH:38][C:13]3[N:14]([CH3:37])[C:15]([CH2:17][NH:18][C:19]4[CH:24]=[CH:23][C:22]([C:25](=[NH:36])[NH:26][C:27]([O:29][CH2:30][CH2:31][CH2:32][CH2:33][CH2:34][CH3:35])=[O:28])=[CH:21][CH:20]=4)=[N:16][C:12]=3[CH:11]=2)=[O:9])[CH:2]=[CH:3][CH:4]=[CH:5][CH:6]=1 |f:1.2|. Procedure details: Prepared analogously to Example 165 from 1-methyl-2-[N-[4-(N-n-hexyloxycarbonylamidino)phenyl]aminomethyl]benzimidazol-5-yl-carboxylic acid-N-phenyl-N-(3-benzyloxy-n-propyl)amide by catalytic debenzylation. Yield: 26% of theory, C33H40N6O4 (584.7); Rf value: 0.39 (silica gel; dichloromethane/ethanol=9:1); EKA mass spectrum: (M+H)+=585; (M+H+Na)++=304; (M+Na)+=607. Starting materials: [C@H]1(CCC2=CC=CC=C12)NC1=NC2=CC=C(C=C2C=C1)N ((R)—N2-indan-1-yl-quinoline-2,6-diamine), CN(C(=O)Cl)C1=CC=CC=C1 (N-methyl-N-phenylcarbamoyl chloride). Run in C(C)N(CC)CC (triethylamine). The product is [C@H]1(CCC2=CC=CC=C12)NC1=NC2=CC=C(C=C2C=C1)NC(N(C1=CC=CC=C1)C)=O (3-[2-((R)-Indan-1-ylamino)-quinolin-6-yl]-1-methyl-1-phenyl-urea). As a reaction SMILES: [C@H:1]1([NH:10][C:11]2[CH:20]=[CH:19][C:18]3[C:13](=[CH:14][CH:15]=[C:16]([NH2:21])[CH:17]=3)[N:12]=2)[C:9]2[C:4](=[CH:5][CH:6]=[CH:7][CH:8]=2)[CH2:3][CH2:2]1.[CH3:22][N:23]([C:27]1[CH:32]=[CH:31][CH:30]=[CH:29][CH:28]=1)[C:24](Cl)=[O:25]>C(N(CC)CC)C>[C@H:1]1([NH:10][C:11]2[CH:20]=[CH:19][C:18]3[C:13](=[CH:14][CH:15]=[C:16]([NH:21][C:24](=[O:25])[N:23]([CH3:22])[C:27]4[CH:32]=[CH:31][CH:30]=[CH:29][CH:28]=4)[CH:17]=3)[N:12]=2)[C:9]2[C:4](=[CH:5][CH:6]=[CH:7][CH:8]=2)[CH2:3][CH2:2]1. Procedure: The title compound, MS: m/e=409.7 (M+H+), was prepared in accordance with the general method 4 of example 16 from (R)—N2-indan-1-yl-quinoline-2,6-diamine, triethylamine and N-methyl-N-phenylcarbamoyl chloride.